This data is from the Open Reaction Database (ORD), a public repository of structured organic reaction records. The task is: describe an organic reaction: reactants, conditions, products, and yield Reactants: FC1=CC=C(OC2=CC=C(C=O)C=C2)C=C1 (4-(4-fluorophenoxy)benzaldehyde), S1C(NC(C1)=O)=O (2,4-thiazolidinedione), N1CCCCC1 (piperidine), C(C1=CC=CC=C1)(=O)O (benzoic acid). Run in C1(=CC=CC=C1)C (toluene), O (water). Yields the product FC1=CC=C(OC2=CC=C(\C=C/3\C(NC(S3)=O)=O)C=C2)C=C1 ((5Z)-5-[4-(4-fluorophenoxy)benzylidene]-1,3-thiazolidine-2,4-dione). As a reaction SMILES: [F:1][C:2]1[CH:16]=[CH:15][C:5]([O:6][C:7]2[CH:14]=[CH:13][C:10]([CH:11]=O)=[CH:9][CH:8]=2)=[CH:4][CH:3]=1.[S:17]1[CH2:21][C:20](=[O:22])[NH:19][C:18]1=[O:23].N1CCCCC1.C(O)(=O)C1C=CC=CC=1>C1(C)C=CC=CC=1.O>[F:1][C:2]1[CH:16]=[CH:15][C:5]([O:6][C:7]2[CH:14]=[CH:13][C:10](/[CH:11]=[C:21]3/[C:20](=[O:22])[NH:19][C:18](=[O:23])[S:17]/3)=[CH:9][CH:8]=2)=[CH:4][CH:3]=1. Procedure details: To a solution of 4-(4-fluorophenoxy)benzaldehyde (0.54 g, 2.5 mMol) and 2,4-thiazolidinedione (0.352 g, 3 mMol) in toluene (20 mL) were added piperidine (0.032 mL, 0.325 mMol) and benzoic acid (0.046 mg, 0.375 mMol). The reaction was refluxed for 4 h with continuous removal of water. The reaction was cooled and filtered. The crystalline product collected was washed with petroleum ether on the filter and dried in vacuo. Reactants: ClC1=C(C=C2C(C(=CN(C2=C1)NC)C(=O)O)=O)F (7-chloro-6-fluoro-1,4-dihydro-1-methylamino-4-oxo-3-quinolinecarboxylic acid), CN1CCNCC1 (N-methylpiperazine). Solvent: COCCO (2-methoxyethanol). Reaction conditions: temperature 127 celsius. Yields the product compound, FC=1C=C2C(C(=CN(C2=CC1N1CCN(CC1)C)NC)C(=O)O)=O (6-fluoro-1,4-dihydro-1-methylamino-7-(4-methyl-1-piperazinyl)-4-oxo-3-quinolinecarboxylic acid). Reaction SMILES: Cl[C:2]1[CH:11]=[C:10]2[C:5]([C:6](=[O:17])[C:7]([C:14]([OH:16])=[O:15])=[CH:8][N:9]2[NH:12][CH3:13])=[CH:4][C:3]=1[F:18].[CH3:19][N:20]1[CH2:25][CH2:24][NH:23][CH2:22][CH2:21]1>COCCO>[F:18][C:3]1[CH:4]=[C:5]2[C:10](=[CH:11][C:2]=1[N:23]1[CH2:24][CH2:25][N:20]([CH3:19])[CH2:21][CH2:22]1)[N:9]([NH:12][CH3:13])[CH:8]=[C:7]([C:14]([OH:16])=[O:15])[C:6]2=[O:17]. Procedure: The compound of Example 1 was prepared on a still larger scale as follows: A mixture of 970 g of 7-chloro-6-fluoro-1,4-dihydro-1-methylamino-4-oxo-3-quinolinecarboxylic acid, 1600 ml of N-methylpiperazine and 8 liters of 2-methoxyethanol was heated to reflux (about 127° C.) over a period of three hours. After 20 hours at reflux, the reaction mixture was cooled to 10° C. and filtered. The filter cake was washed with cold methoxyethanol, followed by methanol. The product was dried at 40° C., affor... The reactants are [BH4-], COc1nccnc1C(C)=O, CO, CC(C)[O-], CC(C)[O-], CC(C)[O-], CC(C)[O-], CCOC(C)=O, Fc1ccccc1OCC1CCNCC1, [Na+], O, [Ti+4]. Yields the product COc1nccnc1C(C)N1CCC(COc2ccccc2F)CC1. As a reaction SMILES: [BH4-:27].[C:16]([CH3:17])(=[O:18])[c:19]1[n:20][cH:21][cH:22][n:23][c:24]1[O:25][CH3:26].[CH3:30][OH:31].[CH3:32][CH:33]([CH3:34])[O-:35].[CH3:36][CH:37]([CH3:38])[O-:39].[CH3:40][CH:41]([CH3:42])[O-:43].[CH3:44][CH:45]([CH3:46])[O-:47].[CH3:49][CH2:50][O:51][C:52](=[O:53])[CH3:54].[F:1][c:2]1[c:3]([O:4][CH2:5][CH:6]2[CH2:7][CH2:8][NH:9][CH2:10][CH2:11]2)[cH:12][cH:13][cH:14][cH:15]1.[Na+:28].[OH2:29].[Ti+4:48]>>[F:1][c:2]1[c:3]([O:4][CH2:5][CH:6]2[CH2:7][CH2:8][N:9]([CH:16]([CH3:17])[c:19]3[n:20][cH:21][cH:22][n:23][c:24]3[O:25][CH3:26])[CH2:10][CH2:11]2)[cH:12][cH:13][cH:14][cH:15]1. Reactants: COC1=NC(=CC(=N1)OC)C (2,4-dimethoxy-6-methylpyrimidine), IC (iodomethane). Conditions: time 2 day. Yields the product CN1C(=O)NC(=O)C=C1C (1,6-dimethyluracil). As a reaction SMILES: C[O:2][C:3]1[N:8]=[C:7]([O:9]C)[CH:6]=[C:5]([CH3:11])[N:4]=1.I[CH3:13]>>[CH3:13][N:4]1[C:5]([CH3:11])=[CH:6][C:7](=[O:9])[NH:8][C:3]1=[O:2]. Procedure details: 14.2 g (92 mmol) 2,4-dimethoxy-6-methylpyrimidine was dissolved in 210 mL iodomethane and the reaction allowed to continue for 2 days at room temperature. After 2 days, the excess of iodomethane was evaporated off under reduced pressure, the residue treated with 675 mL 1 N HCl and the resulting mixture refluxed for one and a half hours. After cooling to room temperature and neutralization with a concentrated sodium hydroxide solution, the water was removed under reduced pressure and the residue ... Reactants: CC(CCN1N2C(C(=C(C1=O)C1=NS(C3=C(N1)C=CC(=C3)I)(=O)=O)O)=CC=C2)(C)C (1-(3,3-Dimethyl-butyl)-4-hydroxy-3-(7-iodo-1,1-dioxo-1,4-dihydro-1λ6-benzo[1,2,4]thiadiazin-3-yl)-pyrrolo[1,2-b]pyridazin-2-one), CS(=O)(=O)N (methanesulfonamide), [O-]P([O-])(=O)OP(=O)([O-])OP(=O)([O-])[O-].[K+].[K+].[K+].[K+].[K+] (potassium triphosphate), N(C)CC(=O)O (sarcosine). Reagents/catalysts: [Cu]I (copper (I) iodide). The solvent is CN(C=O)C (N,N-dimethylformamide). Yields the product CC(CCN1N2C(C(=C(C1=O)C1=NS(C3=C(N1)C=CC(=C3)NS(=O)(=O)C)(=O)=O)O)=CC=C2)(C)C (N-{3-[1-(3,3-dimethyl-butyl)-4-hydroxy-2-oxo-1,2-dihydro-pyrrolo[1,2-b]pyridazin-3-yl]-1,1-dioxo-1,4-dihydro-1λ6-benzo[1,2,4]thiadiazin-7-yl}-methanesulfonamide). The yield is 50.8%. Reaction SMILES: [CH3:1][C:2]([CH3:30])([CH3:29])[CH2:3][CH2:4][N:5]1[C:10](=[O:11])[C:9]([C:12]2[NH:17][C:16]3[CH:18]=[CH:19][C:20](I)=[CH:21][C:15]=3[S:14](=[O:24])(=[O:23])[N:13]=2)=[C:8]([OH:25])[C:7]2=[CH:26][CH:27]=[CH:28][N:6]12.[O-]P(OP(OP([O-])([O-])=O)([O-])=O)(=O)[O-].[K+].[K+].[K+].[K+].[K+].N(CC(O)=O)C.[CH3:55][S:56]([NH2:59])(=[O:58])=[O:57]>[Cu]I.CN(C)C=O>[CH3:1][C:2]([CH3:30])([CH3:29])[CH2:3][CH2:4][N:5]1[C:10](=[O:11])[C:9]([C:12]2[NH:17][C:16]3[CH:18]=[CH:19][C:20]([NH:59][S:56]([CH3:55])(=[O:58])=[O:57])=[CH:21][C:15]=3[S:14](=[O:24])(=[O:23])[N:13]=2)=[C:8]([OH:25])[C:7]2=[CH:26][CH:27]=[CH:28][N:6]12 |f:1.2.3.4.5.6|. Procedure details: 1-(3,3-Dimethyl-butyl)-4-hydroxy-3-(7-iodo-1,1-dioxo-1,4-dihydro-1λ6-benzo[1,2,4]thiadiazin-3-yl)-pyrrolo[1,2-b]pyridazin-2-one (Example 4d, 0.065 g, 0.120 mmol), potassium triphosphate (0.128 g, 0.60 mmol), sarcosine (0.006 g, 0.072 mmol), and copper (I) iodide (0.006 g, 0.03 mmol) were combined. Anhydrous N,N-dimethylformamide (2 mL) was added followed by methanesulfonamide (0.114 g, 1.2 mmol). The solution was degassed while stirring under vacuum and the flask was purged with nitrogen. The mi... The reactants are O=C(Cl)c1ccccc1, CC(C)=O, C1CCC(CC2CCCCN2)CC1, CCOC(=O)c1[nH]c2cc(OC)c(OC)cc2c1CCN1CCCCC1CC1CCCCC1, CCOC(=O)c1[nH]c2cc(OC)c(OC)cc2c1CCCl, [H-], [Na+], [Na+], [Na+], [Na], O=C([O-])[O-], CN(C)C=O. Yields the product CCOC(=O)c1c(CCN2CCCCC2CC2CCCCC2)c2cc(OC)c(OC)cc2n1C(=O)c1ccccc1. RXN SMILES: [C:77]([c:78]1[cH:79][cH:80][cH:81][cH:82][cH:83]1)(=[O:84])[Cl:85].[CH3:91][C:92](=[O:93])[CH3:94].[CH:22]1([CH2:23][CH:24]2[CH2:25][CH2:26][CH2:27][CH2:28][NH:29]2)[CH2:30][CH2:31][CH2:32][CH2:33][CH2:34]1.[CH:41]1([CH2:47][CH:48]2[N:49]([CH2:54][CH2:55][c:56]3[c:57]([C:69](=[O:70])[O:71][CH2:72][CH3:73])[nH:58][c:59]4[cH:60][c:61]([O:67][CH3:68])[c:62]([O:65][CH3:66])[cH:63][c:64]34)[CH2:50][CH2:51][CH2:52][CH2:53]2)[CH2:42][CH2:43][CH2:44][CH2:45][CH2:46]1.[Cl:1][CH2:2][CH2:3][c:4]1[c:5]2[c:6]([cH:7][c:8]([O:9][CH3:10])[c:11]([O:12][CH3:13])[cH:14]2)[nH:15][c:16]1[C:17]([O:18][CH2:19][CH3:20])=[O:21].[H-:74].[Na+:35].[Na+:36].[Na+:75].[Na:76].[O-:37][C:38](=[O:39])[O-:40].[O:86]=[CH:87][N:88]([CH3:89])[CH3:90]>>[CH:41]1([CH2:47][CH:48]2[N:49]([CH2:54][CH2:55][c:56]3[c:57]([C:69](=[O:70])[O:71][CH2:72][CH3:73])[n:58]([C:77]([c:78]4[cH:79][cH:80][cH:81][cH:82][cH:83]4)=[O:84])[c:59]4[cH:60][c:61]([O:67][CH3:68])[c:62]([O:65][CH3:66])[cH:63][c:64]34)[CH2:50][CH2:51][CH2:52][CH2:53]2)[CH2:42][CH2:43][CH2:44][CH2:45][CH2:46]1. The reactants are IC (iodomethane), C([O-])([O-])=O.[Cs+].[Cs+] (Cesium Carbonate), ClC1=C(C(=O)OC)C=CC(=C1)NS(=O)(=O)C (methyl 2-chloro-4-(methylsulfonamido)benzoate). Run in CN(C)C=O (DMF). Reaction conditions: time 16 hour. Product: ClC1=C(C(=O)OC)C=CC(=C1)N(S(=O)(=O)C)C (methyl 2-chloro-4-(N-methylmethylsulfonamido)benzoate). As a reaction SMILES: IC.[C:3](=O)([O-])[O-].[Cs+].[Cs+].[Cl:9][C:10]1[CH:19]=[C:18]([NH:20][S:21]([CH3:24])(=[O:23])=[O:22])[CH:17]=[CH:16][C:11]=1[C:12]([O:14][CH3:15])=[O:13]>CN(C=O)C>[Cl:9][C:10]1[CH:19]=[C:18]([N:20]([CH3:3])[S:21]([CH3:24])(=[O:23])=[O:22])[CH:17]=[CH:16][C:11]=1[C:12]([O:14][CH3:15])=[O:13] |f:1.2.3|. Reported procedure: 78 μL of iodomethane and 447 mg of Cesium Carbonate were added to 300 mg of methyl 2-chloro-4-(methylsulfonamido)benzoate in 3 mL of DMF and stirred at room temperature for 16 hours. The reaction mixture was extracted in Ethyl Acetate twice with saturated bicarbonate and once with brine, dried over Magnesium Sulfate, filtered and concentrated to give crude methyl 2-chloro-4-(N-methylmethylsulfonamido)benzoate. 295 mg of methyl 2-chloro-4-(N-methylmethylsulfonamido)benzoate was hydrolyzed via Pro...